This data is from the Open Reaction Database (ORD), a public repository of structured organic reaction records. The task is: describe an organic reaction: reactants, conditions, products, and yield The reactants are C1CCOC1, Cl, [Na+], [OH-], COC(=O)Cc1ccc(Nc2nc3ccccc3s2)c(Cl)c1. Yields the product O=C(O)Cc1ccc(Nc2nc3ccccc3s2)c(Cl)c1. RXN SMILES: [CH2:25]1[O:26][CH2:27][CH2:28][CH2:29]1.[ClH:30].[Na+:24].[OH-:23].[s:1]1[c:2]([NH:10][c:11]2[c:12]([Cl:22])[cH:13][c:14]([CH2:17][C:18](=[O:19])[O:20][CH3:21])[cH:15][cH:16]2)[n:3][c:4]2[c:5]1[cH:6][cH:7][cH:8][cH:9]2>>[s:1]1[c:2]([NH:10][c:11]2[c:12]([Cl:22])[cH:13][c:14]([CH2:17][C:18](=[O:19])[OH:20])[cH:15][cH:16]2)[n:3][c:4]2[c:5]1[cH:6][cH:7][cH:8][cH:9]2. Starting materials: Cl (HCl), OC1=C(C=CC=C1)C1=NC(=NO1)C1=CC=CC=C1 (5-(2-hydroxyphenyl)-3-phenyl-1,2,4-oxadiazole), [H-].[Na+] (sodium hydride), Cl.O1CCN(CC1)CCCl (2-(morpholino)ethylchloride hydrochloride), [H-].[Na+] (sodium hydride). The solvent is O1CCOCC1 (dioxane), O1CCOCC1 (dioxane), C(C)O (ethanol). Reaction conditions: temperature 27.5 celsius, time 15 minute. Product: O1CCN(CC1)CCOC1=C(C=CC=C1)C1=NC(=NO1)C1=CC=CC=C1 (5-{2-[2-(Morpholino)ethyl]oxy-phenyl}-3-phenyl-1,2,4-oxadiazole). RXN SMILES: [OH:1][C:2]1[CH:7]=[CH:6][CH:5]=[CH:4][C:3]=1[C:8]1[O:12][N:11]=[C:10]([C:13]2[CH:18]=[CH:17][CH:16]=[CH:15][CH:14]=2)[N:9]=1.[H-].[Na+].Cl.[O:22]1[CH2:27][CH2:26][N:25]([CH2:28][CH2:29]Cl)[CH2:24][CH2:23]1.Cl>O1CCOCC1.C(O)C>[O:22]1[CH2:27][CH2:26][N:25]([CH2:28][CH2:29][O:1][C:2]2[CH:7]=[CH:6][CH:5]=[CH:4][C:3]=2[C:8]2[O:12][N:11]=[C:10]([C:13]3[CH:14]=[CH:15][CH:16]=[CH:17][CH:18]=3)[N:9]=2)[CH2:24][CH2:23]1 |f:1.2,3.4|. Procedure: 2.38 g of 5-(2-hydroxyphenyl)-3-phenyl-1,2,4-oxadiazole are dissolved in 100 ml of anhydrous dioxane and stirred with 0.3 g of 80% sodium hydride suspension in oil for 15 minutes at 25-30° C. To this solution is added 75 ml of absolute dioxane, mixed with 3.72 g of 2-(morpholino)ethylchloride hydrochloride and 0.6 g of 80% sodium hydride suspension in oil. This solution is also stirred for 15 minutes at 25-30° C. The combined solutions are heated to 100° C. for 6 hours and then concentrated by e... Starting materials: CS(=O)(=O)C1=NC=CC(=N1)N1C=NC2=C1C=CC=C2 (2-Methanesulfonyl-4-[benzimidazol-1-yl]pyrimidine), CC=1C=C(CN)C=CC1 (3-methylbenzylamine). The product is CC=1C=C(CNC2=NC=CC(=N2)N2C=NC3=C2C=CC=C3)C=CC1 (2-[3-Methylbenzylamino]-4-[benzimidazol-1-yl]pyrimidine). As a reaction SMILES: CS([C:5]1[N:10]=[C:9]([N:11]2[C:15]3[CH:16]=[CH:17][CH:18]=[CH:19][C:14]=3[N:13]=[CH:12]2)[CH:8]=[CH:7][N:6]=1)(=O)=O.[CH3:20][C:21]1[CH:22]=[C:23]([CH:26]=[CH:27][CH:28]=1)[CH2:24][NH2:25]>>[CH3:20][C:21]1[CH:22]=[C:23]([CH:26]=[CH:27][CH:28]=1)[CH2:24][NH:25][C:5]1[N:10]=[C:9]([N:11]2[C:15]3[CH:16]=[CH:17][CH:18]=[CH:19][C:14]=3[N:13]=[CH:12]2)[CH:8]=[CH:7][N:6]=1. Reported procedure: 2-Methanesulfonyl-4-[benzimidazol-1-yl]pyrimidine was reacted with 3-methylbenzylamine according to the procedure described in EXAMPLE 1, Step C to afford the title compound. Mass Spectrum (CI): m/e 316.2 (M+1). 1H NMR (500 MHz, CDCl3): δ partial 8.60 (s, 1H); 8.42 (br s, 1H); 8.09 (br s, 1H); 7.85 (m, 1H); 7.14 (d, J=7.3 Hz, 1H); 6.84 (d, J=5.5 Hz, 1H); 5.82 (br s, 1H); 4.72 (d, J=5.9 Hz, 2H); 2.38 (s, 3H).